Task: describe an organic reaction: reactants, conditions, products, and yield. Dataset: the Open Reaction Database (ORD), a public repository of structured organic reaction records Starting materials: CCC(CC)c1cc(C(=O)OC)cc(OC)n1, Cl. The product is CCC(CC)c1cc(C(=O)O)cc(OC)n1. As a reaction SMILES: [CH3:1][O:2][C:3]([c:4]1[cH:5][c:6]([CH:12]([CH2:13][CH3:14])[CH2:15][CH3:16])[n:7][c:8]([O:10][CH3:11])[cH:9]1)=[O:17].[ClH:18]>>[O:2]=[C:3]([c:4]1[cH:5][c:6]([CH:12]([CH2:13][CH3:14])[CH2:15][CH3:16])[n:7][c:8]([O:10][CH3:11])[cH:9]1)[OH:17]. Starting materials: CN(C)C=O, CC(C)NC(C)C, Cc1ccc(-c2ccc3c(c2)C=C(C(=O)Nc2ccc(CCl)cc2)CCO3)cc1. Product: Cc1ccc(-c2ccc3c(c2)C=C(C(=O)Nc2ccc(CN(C(C)C)C(C)C)cc2)CCO3)cc1. RXN SMILES: [CH3:37][N:38]([CH3:39])[CH:40]=[O:41].[CH:30]([CH3:31])([CH3:32])[NH:33][CH:34]([CH3:35])[CH3:36].[Cl:1][CH2:2][c:3]1[cH:4][cH:5][c:6]([NH:9][C:10](=[O:11])[C:12]2=[CH:18][c:17]3[c:16]([cH:22][cH:21][c:20](-[c:23]4[cH:24][cH:25][c:26]([CH3:29])[cH:27][cH:28]4)[cH:19]3)[O:15][CH2:14][CH2:13]2)[cH:7][cH:8]1>>[CH2:2]([c:3]1[cH:4][cH:5][c:6]([NH:9][C:10](=[O:11])[C:12]2=[CH:18][c:17]3[c:16]([cH:22][cH:21][c:20](-[c:23]4[cH:24][cH:25][c:26]([CH3:29])[cH:27][cH:28]4)[cH:19]3)[O:15][CH2:14][CH2:13]2)[cH:7][cH:8]1)[N:33]([CH:30]([CH3:31])[CH3:32])[CH:34]([CH3:35])[CH3:36]. Reactants: C(C1=CC=CC=C1)N1C2CSCC1C(N(C2=O)C2=CC=C(C=C2)OC(F)(F)F)=O (9-benzyl-7-(4-(trifluoromethoxy)phenyl)-3-thia-7,9-diazabicyclo[3.3.1]nonane-6,8-dione), FC(C1=CC=C(C=C1)C=1CCNCC1)(F)F (4-(4-Trifluoromethyl-phenyl)-1,2,3,6-tetrahydro-pyridine). Reagents/catalysts: [OH-].[OH-].[Pd+2] (Pd(OH)2/C), [OH-].[OH-].[Pd+2] (Pd(OH)2/C). Run in CO (methanol). Conditions: time 16 hour. Product: FC(OC1=CC=C(C=C1)N1C(C2CSCC(C1=O)N2)=O)(F)F (7-(4-(trifluoromethoxy)phenyl)-3-thia-7,9-diazabicyclo[3.3.1]nonane-6,8-dione). As a reaction SMILES: C([N:8]1[CH:13]2[C:14](=[O:29])[N:15]([C:18]3[CH:23]=[CH:22][C:21]([O:24][C:25]([F:28])([F:27])[F:26])=[CH:20][CH:19]=3)[C:16](=[O:17])[CH:9]1[CH2:10][S:11][CH2:12]2)C1C=CC=CC=1.FC(F)(F)C1C=CC(C2CCNCC=2)=CC=1>[OH-].[OH-].[Pd+2].CO>[F:28][C:25]([F:26])([F:27])[O:24][C:21]1[CH:20]=[CH:19][C:18]([N:15]2[C:16](=[O:17])[CH:9]3[NH:8][CH:13]([CH2:12][S:11][CH2:10]3)[C:14]2=[O:29])=[CH:23][CH:22]=1 |f:2.3.4|. Procedure: A mixture of 9-benzyl-7-(4-(trifluoromethoxy)phenyl)-3-thia-7,9-diazabicyclo[3.3.1]nonane-6,8-dione (143 mg, 0.34 mmol), 20% Pd(OH)2/C (243 mg, 0.35 mmol Pd), methanol (10 mL), and 1N HCl (3 mL) were shaken under 60 psi of H2. After 16 h, more 20% Pd(OH)2/C (250 mg, 0.36 mmol Pd) was added, and the reaction was shaken under 90 psi of H2. After an additional 24 h, the reaction was filtered through Celite, concentrated, and then partitioned between ethyl acetate (50 mL) and sat'd NaHCO3 (50 mL). T... Starting materials: O[C@@H]1C[C@H]2[C@H](N([C@@H]1[C@H]2I)[C@H](C)C2=CC=CC=C2)C(=O)OCC (Ethyl (1S,3S,4S,6R,7S)-6-hydroxy-7-iodo-2-[(1R)-1-phenylethyl]-2-azabicyclo[2.2.1]heptane-3-carboxylate), C(CCC)[SnH](CCCC)CCCC (tributyltin hydride), N(=NC(C#N)(C)C)C(C#N)(C)C (2,2′-azobisisobutyronitrile). The solvent is C1(=CC=CC=C1)C (toluene). Conditions: temperature 100 celsius, time 30 minute. The product is O[C@@H]1C[C@H]2[C@H](N([C@@H]1C2)[C@H](C)C2=CC=CC=C2)C(=O)OCC (Ethyl (1R,3S,4S,6R)-6-hydroxy-2-[(1R)-1-phenylethyl]-2-azabicyclo[2.2.1]heptane-3-carboxylate). As a reaction SMILES: [OH:1][C@H:2]1[C@H:7]2[C@@H:8](I)[C@H:4]([C@@H:5]([C:18]([O:20][CH2:21][CH3:22])=[O:19])[N:6]2[C@@H:10]([C:12]2[CH:17]=[CH:16][CH:15]=[CH:14][CH:13]=2)[CH3:11])[CH2:3]1.C([SnH](CCCC)CCCC)CCC.N(C(C)(C)C#N)=NC(C)(C)C#N>C1(C)C=CC=CC=1>[OH:1][C@H:2]1[C@H:7]2[CH2:8][C@H:4]([C@@H:5]([C:18]([O:20][CH2:21][CH3:22])=[O:19])[N:6]2[C@@H:10]([C:12]2[CH:17]=[CH:16][CH:15]=[CH:14][CH:13]=2)[CH3:11])[CH2:3]1. Reported procedure: To a solution of ethyl (1S,3S,4S,6R,7S)-6-hydroxy-7-iodo-2-[(1R)-1-phenylethyl]-2-azabicyclo[2.2.1]heptane-3-carboxylate obtained in Example 5-2 (1.44 g) in toluene (20 mL), was added tributyltin hydride (1.11 g) and 2,2′-azobisisobutyronitrile (228 mg). The mixture was stirred at 100° C. for 30 minutes. Reactants: CCOC(=O)c1cc2sc(C)c(N(C)S(=O)(=O)c3cccs3)c2[nH]1, CCO, [Na+], C1CCOC1, [OH-]. Yields the product Cc1sc2cc(C(=O)O)[nH]c2c1N(C)S(=O)(=O)c1cccs1. Reaction SMILES: [CH3:1][c:2]1[c:3]([N:15]([S:16](=[O:17])(=[O:18])[c:19]2[s:20][cH:21][cH:22][cH:23]2)[CH3:24])[c:4]2[nH:5][c:6]([C:10](=[O:11])[O:12][CH2:13][CH3:14])[cH:7][c:8]2[s:9]1.[CH3:32][CH2:33][OH:34].[Na+:31].[O:25]1[CH2:26][CH2:27][CH2:28][CH2:29]1.[OH-:30]>>[CH3:1][c:2]1[c:3]([N:15]([S:16](=[O:17])(=[O:18])[c:19]2[s:20][cH:21][cH:22][cH:23]2)[CH3:24])[c:4]2[nH:5][c:6]([C:10](=[O:11])[OH:12])[cH:7][c:8]2[s:9]1. As a reaction SMILES: [I-:1].[Na+].CC1C=CC(S(OCCC[C:17]2[C:25]3[C:20](=[CH:21][CH:22]=[CH:23][CH:24]=3)[NH:19][CH:18]=2)(=O)=O)=CC=1.[CH3:26][C:27]([CH3:29])=O>>[I:1][CH2:26][CH2:27][CH2:29][N:19]1[C:20]2[C:25](=[CH:24][CH:23]=[CH:22][CH:21]=2)[CH:17]=[CH:18]1 |f:0.1|. Product: ICCCN1C=CC2=CC=CC=C12 ((3-iodopropyl)-1H-indole). Reported procedure: Sodium iodide (827 mg, 5.52 mmol, 2 equiv) was added to a solution of 3-(1H-indol-3-yl)propyl 4-methylbenzenesulfonate (909 mg, 2.76 mmol, 1 equiv) in acetone, and the mixture was refluxed for 16 h. Upon cooling the reaction, it was evaporated under reduced pressure and the residue was taken into dichloromethane. The organic layer was washed with water, dried over MgSO4, filtered and concentrated in vacuo. The crude mixture was purified using the Biotage flash chromatography system (SNAP 50 g ca... Starting materials: [I-].[Na+] (Sodium iodide), CC1=CC=C(C=C1)S(=O)(=O)OCCCC1=CNC2=CC=CC=C12 (3-(1H-indol-3-yl)propyl 4-methylbenzenesulfonate), CC(=O)C (acetone). Reactants: CC(CN1N=CC(=C1)[N+](=O)[O-])(C)O (2-methyl-1-(4-nitro-1H-pyrazol-1-yl)propan-2-ol). Reagents/catalysts: [Pd] (Pd/C). The solvent is CO (MeOH). Conditions: time 8 hour. Product: NC=1C=NN(C1)CC(C)(O)C (1-(4-amino-1H-pyrazol-1-yl)-2-methylpropan-2-ol). The yield is 113.4%. Reaction SMILES: [CH3:1][C:2]([OH:13])([CH3:12])[CH2:3][N:4]1[CH:8]=[C:7]([N+:9]([O-])=O)[CH:6]=[N:5]1>CO.[Pd]>[NH2:9][C:7]1[CH:6]=[N:5][N:4]([CH2:3][C:2]([CH3:12])([OH:13])[CH3:1])[CH:8]=1. Procedure details: A stirred suspension mixture of 2-methyl-1-(4-nitro-1H-pyrazol-1-yl)propan-2-ol (2.0 g, 10.8 mmol) and 10% Pd/C (0.2 g, 0.1 w/w) in MeOH (20 mL) was exposed to 1 atm H2 at RT overnight. The reaction mixture was filtered through a pad of celite. The filtrate was concentrated under reduced pressure to give 1-(4-amino-1H-pyrazol-1-yl)-2-methylpropan-2-ol as a yellow oil (1.9 g, 99%), which was used for the next step without further purification. MS (ES+) C7H13N3O requires: 155, found: 156 [M+H]+.